From a dataset of the Open Reaction Database (ORD), a public repository of structured organic reaction records. describe an organic reaction: reactants, conditions, products, and yield Reactants: CC(=O)[O-], CC(=O)[O-], COc1ncc(B2OC(C)(C)C(C)(C)O2)c(OC)n1, CN(C)C=O, Clc1nc(N2CCOCC2)nc2c1CCN2c1ccncc1, [K+], [K+], [K+], O=P([O-])([O-])[O-], [Pd+2]. Product: COc1ncc(-c2nc(N3CCOCC3)nc3c2CCN3c2ccncc2)c(OC)n1. RXN SMILES: [C:50]([O-:51])(=[O:52])[CH3:53].[C:55]([O-:56])(=[O:57])[CH3:58].[CH3:23][O:24][c:25]1[n:26][cH:27][c:28]([B:33]2[O:34][C:35]([CH3:36])([CH3:37])[C:38]([CH3:39])([CH3:40])[O:41]2)[c:29]([O:31][CH3:32])[n:30]1.[CH3:59][N:60]([CH3:61])[CH:62]=[O:63].[Cl:1][c:2]1[c:3]2[c:4]([n:5][c:6]([N:8]3[CH2:9][CH2:10][O:11][CH2:12][CH2:13]3)[n:7]1)[N:14]([c:17]1[cH:18][cH:19][n:20][cH:21][cH:22]1)[CH2:15][CH2:16]2.[K+:47].[K+:48].[K+:49].[P:42]([O-:43])([O-:44])([O-:45])=[O:46].[Pd+2:54]>>[c:2]1(-[c:28]2[cH:27][n:26][c:25]([O:24][CH3:23])[n:30][c:29]2[O:31][CH3:32])[c:3]2[c:4]([n:5][c:6]([N:8]3[CH2:9][CH2:10][O:11][CH2:12][CH2:13]3)[n:7]1)[N:14]([c:17]1[cH:18][cH:19][n:20][cH:21][cH:22]1)[CH2:15][CH2:16]2. Starting materials: CON(C(=O)OC)CCCP(OCC)(OCC)=O (diethyl 3-(N-methoxy-N-methoxycarbonylamino)propylphosphonate), C(C)(=O)O (acetic acid), Cl (hydrochloric acid), N1=CC=CC=C1 (pyridine). The solvent is C(C)O (ethanol). Yields the product CONCCCP(O)(O)=O (3-(N-methoxyamino)propylphosphonic acid). Isolated yield 63.6%. RXN SMILES: [CH3:1][O:2][N:3]([CH2:8][CH2:9][CH2:10][P:11](=[O:18])([O:15]CC)[O:12]CC)C(OC)=O.C(O)(=O)C.Cl.N1C=CC=CC=1>C(O)C>[CH3:1][O:2][NH:3][CH2:8][CH2:9][CH2:10][P:11](=[O:12])([OH:18])[OH:15]. Reported procedure: A mixture of diethyl 3-(N-methoxy-N-methoxycarbonylamino)propylphosphonate (4.0 g), acetic acid (20 ml) and conc. hydrochloric acid (20 ml) was refluxed for 15 hours. The resultant mixture was concentrated under reduced pressure to give a residue, which was dissolved in ethanol (15 ml). The solution was neutralized with pyridine to give crystals, which were separated by filtration, washed with a small volume of ethanol and dried to give crystalline 3-(N-methoxyamino)propylphosphonic acid (1.52 g... Product: ClCCC1=NC(=NO1)C1=CC(=CC(=C1)F)C(F)(F)F (5-(chloroethyl)-3-[5-fluoro-3-(trifluoromethyl)phenyl]-1,2,4-oxadiazole). RXN SMILES: [F:1][C:2]1[CH:3]=[C:4]([C:12]([F:15])([F:14])[F:13])[CH:5]=[C:6]([CH2:8][N:9]=NO)[CH:7]=1.Cl[CH:17](C)[C:18](Cl)=[O:19].C([N:25](C(C)C)CC)(C)C.Cl[CH2:32][Cl:33].CN(C)C=O>>[Cl:33][CH2:32][CH2:17][C:18]1[O:19][N:25]=[C:8]([C:6]2[CH:7]=[C:2]([F:1])[CH:3]=[C:4]([C:12]([F:13])([F:14])[F:15])[CH:5]=2)[N:9]=1 |f:3.4|. Starting materials: ClC(C(=O)Cl)C (2-chloropropanoyl chloride), C(C)(C)N(CC)C(C)C (diisopropylethylamine), FC=1C=C(C=C(C1)CN=NO)C(F)(F)F ([5-fluoro-3-(trifluoromethyl)phenyl](hydroxyimino)-methylamine), ClCCl.CN(C=O)C (dichloromethane N,N-dimethylformamide). Reaction conditions: time 2 hour. Procedure details: To a solution of [5-fluoro-3-(trifluoromethyl)phenyl](hydroxyimino)-methylamine (8.884 g, 40 mmol) in a mixture of anhydrous dichloromethane/N,N-dimethylformamide (60/20 ml) was added 2-chloropropanoyl chloride (6.0 ml, 58.7 mmol) and diisopropylethylamine (14.0 ml, 80.3 mmol), and the mixture was stirred at room temperature for two hours. The mixture was then refluxed overnight with stirring, cooled to room temperature, and solvent removed under reduced pressure. The residue was fractionally di... The reactants are C1(=CCCCC1)C1=CC=C(C=C1)CC(=O)OCC (ethyl p-(1-cyclohexenyl)-phenyl-acetate), [OH-].[Na+] (NaOH). Run in C(C)O (ethanol). Product: C1(=CCCCC1)C1=CC=C(C=C1)CC(=O)O (p-(1-cyclohexenyl)-phenyl-acetic acid). Reaction SMILES: [C:1]1([C:7]2[CH:12]=[CH:11][C:10]([CH2:13][C:14]([O:16]CC)=[O:15])=[CH:9][CH:8]=2)[CH2:6][CH2:5][CH2:4][CH2:3][CH:2]=1.[OH-].[Na+]>C(O)C>[C:1]1([C:7]2[CH:8]=[CH:9][C:10]([CH2:13][C:14]([OH:16])=[O:15])=[CH:11][CH:12]=2)[CH2:6][CH2:5][CH2:4][CH2:3][CH:2]=1 |f:1.2|. Procedure details: A solution of 2 g of ethyl p-(1-cyclohexenyl)-phenyl-acetate in 50 ml of ethanol is mixed with 15 ml of 2N NaOH and heated for 2 hours to 60° C. After the bulk of the ethanol has been distilled off in vacuo, the residue is mixed with 20 ml of water, acidified with 2N hydrochloric acid and extracted with ether. The ethereal extracts are dried over sodium sulphate, filtered and evaporated. The solid residue is recrystallized from petroleum ether and yields the p-(1-cyclohexenyl)-phenyl-acetic acid... Starting materials: CCCCCCCN(CCc1ccc(CC(OCC)C(=O)OC)cc1)C(=O)C1(c2ccc(C)cc2)CC1, [Li+], C1CCOC1, [OH-]. The product is CCCCCCCN(CCc1ccc(CC(OCC)C(=O)O)cc1)C(=O)C1(c2ccc(C)cc2)CC1. RXN SMILES: [CH3:1][O:2][C:3]([CH:4]([CH2:5][c:6]1[cH:7][cH:8][c:9]([CH2:12][CH2:13][N:14]([C:15](=[O:16])[C:17]2([c:20]3[cH:21][cH:22][c:23]([CH3:26])[cH:24][cH:25]3)[CH2:18][CH2:19]2)[CH2:27][CH2:28][CH2:29][CH2:30][CH2:31][CH2:32][CH3:33])[cH:10][cH:11]1)[O:34][CH2:35][CH3:36])=[O:37].[Li+:39].[O:40]1[CH2:41][CH2:42][CH2:43][CH2:44]1.[OH-:38]>>[O:2]=[C:3]([CH:4]([CH2:5][c:6]1[cH:7][cH:8][c:9]([CH2:12][CH2:13][N:14]([C:15](=[O:16])[C:17]2([c:20]3[cH:21][cH:22][c:23]([CH3:26])[cH:24][cH:25]3)[CH2:18][CH2:19]2)[CH2:27][CH2:28][CH2:29][CH2:30][CH2:31][CH2:32][CH3:33])[cH:10][cH:11]1)[O:34][CH2:35][CH3:36])[OH:37].